This data is from the Open Reaction Database (ORD), a public repository of structured organic reaction records. The task is: describe an organic reaction: reactants, conditions, products, and yield The reactants are OC=1C=C(C=CC1C(C(C)C1=CC=CC=C1)=O)O (3-hydroxy-4-(1-oxo-2-phenylpropyl)phenol), C(CCCCCCC)OC1=CC=C(C=C1)C1=CC=C(C(=O)Cl)C=C1 (4-(4'-octyloxyphenyl)benzoic acid chloride), crude product. The solvent is C(Cl)(Cl)Cl.CCCCCC (chloroform hexane). The product is C(CCCCCCC)C1=CC=C(C=C1)C1=CC=C(C(=O)OC2=CC(=C(C=C2)C(C(C)C2=CC=CC=C2)=O)O)C=C1 (3-hydroxy-4-(1-oxo-2-phenylpropyl)phenyl 4-(4'-octylphenyl)benzoate). Reaction SMILES: [OH:1][C:2]1[CH:3]=[C:4]([OH:18])[CH:5]=[CH:6][C:7]=1[C:8](=[O:17])[CH:9]([C:11]1[CH:16]=[CH:15][CH:14]=[CH:13][CH:12]=1)[CH3:10].C(O[C:28]1[CH:33]=[CH:32][C:31]([C:34]2[CH:42]=[CH:41][C:37]([C:38](Cl)=[O:39])=[CH:36][CH:35]=2)=[CH:30][CH:29]=1)CCCCCCC>C(Cl)(Cl)Cl.CCCCCC>[CH2:4]([C:28]1[CH:29]=[CH:30][C:31]([C:34]2[CH:35]=[CH:36][C:37]([C:38]([O:18][C:4]3[CH:5]=[CH:6][C:7]([C:8](=[O:17])[CH:9]([C:11]4[CH:12]=[CH:13][CH:14]=[CH:15][CH:16]=4)[CH3:10])=[C:2]([OH:1])[CH:3]=3)=[O:39])=[CH:41][CH:42]=2)=[CH:32][CH:33]=1)[CH2:3][CH2:2][CH2:7][CH2:8][CH2:9][CH2:11][CH3:12] |f:2.3|. Reported procedure: 600 mg (2.5 millimols) of the thus obtained 3-hydroxy-4-(1-oxo-2-phenylpropyl)phenol was reacted with 830 mg (2.4 millimols) of 4-(4'-octyloxyphenyl)benzoic acid chloride, similar to the procedure as described in Preparation Example 2, to obtain 960 mg of a crude product. The crude product was refined through silica gel column chromatography while using a mixed solvent of chloroform/hexane (50/50) as the eluent. The refined product was recrystallized from a mixed solvent of chloroform/ethanol (2... Procedure details: A solution of 46 g (0.152 mol) of N-tert-butyl-2-methanesulfonyl-5-methyl-benzenesulfonamide in 450 ml of CCl4 is, after the addition of 27.0 g (0.152 mol) of NBS (N-bromosuccinimide) and 1 g of AIBN (azobisisobutyronitrile), heated under reflux for 7 h using a daylight lamp. The reaction mixture is then filtered and washed successively with NaHSO3 solution, NaHCO3 solution and water, dried over MgSO4 and completely concentrated in vacuo. 51.2 g of a crude mixture containing 55% by weight of N-t... Run in C(Cl)(Cl)(Cl)Cl (CCl4). Yields the product C(C)(C)(C)NS(=O)(=O)C1=C(C=CC(=C1)CBr)S(=O)(=O)C (N-tert-Butyl-5-bromomethyl-2-methanesulfonylbenzenesulfonamide). As a reaction SMILES: [C:1]([NH:5][S:6]([C:9]1[CH:14]=[C:13]([CH3:15])[CH:12]=[CH:11][C:10]=1[S:16]([CH3:19])(=[O:18])=[O:17])(=[O:8])=[O:7])([CH3:4])([CH3:3])[CH3:2].[Br:20]N1C(=O)CCC1=O.N(C(C)(C)C#N)=NC(C)(C)C#N>C(Cl)(Cl)(Cl)Cl>[C:1]([NH:5][S:6]([C:9]1[CH:14]=[C:13]([CH2:15][Br:20])[CH:12]=[CH:11][C:10]=1[S:16]([CH3:19])(=[O:18])=[O:17])(=[O:7])=[O:8])([CH3:4])([CH3:3])[CH3:2]. Starting materials: C(C)(C)(C)NS(=O)(=O)C1=C(C=CC(=C1)C)S(=O)(=O)C (N-tert-butyl-2-methanesulfonyl-5-methyl-benzenesulfonamide), BrN1C(CCC1=O)=O (NBS), N(=NC(C#N)(C)C)C(C#N)(C)C (AIBN).